Dataset: the Open Reaction Database (ORD), a public repository of structured organic reaction records. Task: describe an organic reaction: reactants, conditions, products, and yield Starting materials: C(C)(=O)OC1=CC=C(C=C1)C=CC(=O)N[C@@H](CC1=CC=C(C=C1)OC)C(=O)OC (Methyl N-[3-(4-Acetoxyphenyl)acryloyl]-O4-Methyl-L-Tyrosinate), [OH-].[Na+] (sodium hydroxide). The solvent is CO (methanol). The product is OC1=CC=C(C=C1)C=CC(=O)N[C@@H](CC1=CC=C(C=C1)OC)C(=O)O (N-[3-(4-Hydroxyphenyl)acryloyl]-O4-Methyl-L-Tyrosine). The yield is 55.9%. As a reaction SMILES: C([O:4][C:5]1[CH:10]=[CH:9][C:8]([CH:11]=[CH:12][C:13]([NH:15][C@H:16]([C:26]([O:28]C)=[O:27])[CH2:17][C:18]2[CH:23]=[CH:22][C:21]([O:24][CH3:25])=[CH:20][CH:19]=2)=[O:14])=[CH:7][CH:6]=1)(=O)C.[OH-].[Na+]>CO>[OH:4][C:5]1[CH:10]=[CH:9][C:8]([CH:11]=[CH:12][C:13]([NH:15][C@H:16]([C:26]([OH:28])=[O:27])[CH2:17][C:18]2[CH:19]=[CH:20][C:21]([O:24][CH3:25])=[CH:22][CH:23]=2)=[O:14])=[CH:7][CH:6]=1 |f:1.2|. Procedure: The same procedures as in Example 90 were carried out from the compound obtained in Example 37 (2.5 g), 1 mol/L of an aqueous sodium hydroxide solution (19 mL), and methanol (190 mL), to give the captioned compound (1.2 g, 57%) as an amorphous solid product. Starting materials: C(CCCCCCCCCCCCCCCCCCCCC)(=O)O (behenic acid), [OH-].[K+] (KOH), [N+](=O)([O-])[O-].[Ag+] (silver nitrate). Solvent: O (water). Reaction conditions: temperature 80 celsius, time 30 minute. Product: C(CCCCCCCCCCCCCCCCCCCCC)(=O)[O-].[Ag+] (silver behenate). RXN SMILES: [C:1]([OH:24])(=[O:23])[CH2:2][CH2:3][CH2:4][CH2:5][CH2:6][CH2:7][CH2:8][CH2:9][CH2:10][CH2:11][CH2:12][CH2:13][CH2:14][CH2:15][CH2:16][CH2:17][CH2:18][CH2:19][CH2:20][CH2:21][CH3:22].[OH-].[K+].[N+]([O-])([O-])=O.[Ag+:31]>O>[C:1]([O-:24])(=[O:23])[CH2:2][CH2:3][CH2:4][CH2:5][CH2:6][CH2:7][CH2:8][CH2:9][CH2:10][CH2:11][CH2:12][CH2:13][CH2:14][CH2:15][CH2:16][CH2:17][CH2:18][CH2:19][CH2:20][CH2:21][CH3:22].[Ag+:31] |f:1.2,3.4,6.7|. Reported procedure: First, deionized water, a 10 mass % solution of dodecylthiopolyacrylamide surfactant (72 g) and the purified behenic acid described above (in an amount corresponding to 0.137 mol) were charged in a reactor. The content in the reactor was stirred at 150 rpm, and heated to 70° C. during which a 10 mass % KOH solution (70.6 g) was charged in a reactor. Then, the content in the reactor was heated to 80° C. and kept for 30 min till it turns into a cloudy solution. Then, the reaction mixture was coole... Starting materials: O (water), BrCC1=CC(=C(C(=O)OC)C=C1)F (methyl 4-(bromomethyl)-2-fluorobenzoate), C([O-])([O-])=O.[K+].[K+] (potassium carbonate), [N+](=O)([O-])C1=C(C=C2CCCC2=C1)O (6-nitroindan-5-ol). Run in CN(C)C=O (DMF). Run at temperature 50 celsius, time 8 hour. The product is FC1=C(C(=O)OC)C=CC(=C1)COC=1C=C2CCCC2=CC1[N+](=O)[O-] (methyl 2-fluoro-4-{[(6-nitro-2,3-dihydro-1H-inden-5-yl)oxy]methyl}benzoate). Isolated yield 80.3%. As a reaction SMILES: [N+:1]([C:4]1[CH:12]=[C:11]2[C:7]([CH2:8][CH2:9][CH2:10]2)=[CH:6][C:5]=1[OH:13])([O-:3])=[O:2].Br[CH2:15][C:16]1[CH:25]=[CH:24][C:19]([C:20]([O:22][CH3:23])=[O:21])=[C:18]([F:26])[CH:17]=1.C(=O)([O-])[O-].[K+].[K+].O>CN(C=O)C>[F:26][C:18]1[CH:17]=[C:16]([CH2:15][O:13][C:5]2[CH:6]=[C:7]3[C:11](=[CH:12][C:4]=2[N+:1]([O-:3])=[O:2])[CH2:10][CH2:9][CH2:8]3)[CH:25]=[CH:24][C:19]=1[C:20]([O:22][CH3:23])=[O:21] |f:2.3.4|. Procedure details: 7.17 g of 6-nitroindan-5-ol was dissolved in 80.0 mL of DMF, and 10.9 g of methyl 4-(bromomethyl)-2-fluorobenzoate and 6.63 g of potassium carbonate were added thereto, followed by stirring at 50° C. overnight. To the reaction liquid was added water, followed by extraction with ethyl acetate, and the organic layer was washed with saturated brine and then dried over anhydrous magnesium sulfate. The solvent was evaporated and the obtained residue was purified by silica gel column chromatography (h... Starting materials: ClC1=NC=CC=C1C=1C=NC=CC1 (2-chloro-3,3'-bipyridine), NN (hydrazine). Solvent: N1=CC=CC=C1 (pyridine). Run at temperature 110 celsius. Product: N(N)C1=NC=CC=C1C=1C=NC=CC1 (2-hydrazino-3,3'-bipyridine). RXN SMILES: Cl[C:2]1[C:7]([C:8]2[CH:9]=[N:10][CH:11]=[CH:12][CH:13]=2)=[CH:6][CH:5]=[CH:4][N:3]=1.[NH2:14][NH2:15]>N1C=CC=CC=1>[NH:14]([C:2]1[C:7]([C:8]2[CH:9]=[N:10][CH:11]=[CH:12][CH:13]=2)=[CH:6][CH:5]=[CH:4][N:3]=1)[NH2:15]. Procedure details: A 440 mg portion of 2-chloro-3,3'-bipyridine and 0.73 ml of anhydrous hydrazine were dissolved in 15 ml of pyridine and heated at 110° C. for 3 days. The volatiles were removed at reduced pressure, 10 ml of toluene was added and the volatiles again removed. The residue was partitioned between 125 ml of methylene chloride and 25 ml of saturated aqueous sodium carbonate. The organic layer was dried and the solvent removed at reduced pressure, giving an oily solid which was recrystallized from meth... The reactants are B(OC(C)C)(OC(C)C)OC(C)C (triisopropyl borate), Cl (HCl), [Li]CCCC (n-BuLi), BrC1=C(C(=CC(=C1)C(C)C)C(C)C)OCCC (1-bromo-3,5-diisopropyl-2-propoxy-benzene), BrC1=C(C(=CC(=C1)C(C)C)C(C)C)OCCC (1-bromo-3,5-diisopropyl-2-propoxy-benzene). The solvent is C1CCOC1 (THF), C1CCOC1 (THF), C1CCOC1 (THF). Run at temperature -78 celsius, time 2 hour. Yields the product C(CC)OC1=C(C=C(C=C1C(C)C)C(C)C)B(O)O (2-Propoxy-3,5-diisopropyl-phenylboronic acid). Isolated yield 23.2%. Reaction SMILES: [Li]CCCC.Br[C:7]1[CH:12]=[C:11]([CH:13]([CH3:15])[CH3:14])[CH:10]=[C:9]([CH:16]([CH3:18])[CH3:17])[C:8]=1[O:19][CH2:20][CH2:21][CH3:22].[B:23](OC(C)C)([O:28]C(C)C)[O:24]C(C)C.Cl>C1COCC1>[CH2:20]([O:19][C:8]1[C:9]([CH:16]([CH3:18])[CH3:17])=[CH:10][C:11]([CH:13]([CH3:15])[CH3:14])=[CH:12][C:7]=1[B:23]([OH:28])[OH:24])[CH2:21][CH3:22]. Procedure: To a solution of n-BuLi (1.6 M in hexane, 40 mL, 64.2 mmol) in THF (150 mL) at −78° C. was added 1-bromo-3,5-diisopropyl-2-propoxy-benzene (Intermediate 3,16.0 g, 53.5 mmol) in THF (50 mL and 10 mL rinse) slowly. Thereafter 0.5 h triisopropyl borate (24.7 mL, 107 mmol) in THF (40 mL) was added slowly and the reaction was stirred at −78° C. for 1 h and at room temperature for 2 h. The reaction was then treated with 3M HCl (200 mL) at room temperature for 1.5 h, and extracted with EtOAc (×2). The ... The yield is 38.6%. Solvent: C(C)(=O)OCC (ethyl acetate), C(C)#N (acetonitrile). Reported procedure: A suspension of 6-chloro-2-(4-(morpholine-4-carbonyl)phenylamino)nicotinamide (500 mg, 1.385 mmol) and NBS (250 mg, 1.4 mmol) in acetonitrile (10 mL) was stirred at overnight. The reaction mixture was treated with 1M NaHSO3 and stirred at rt for 2 h. Next, the reaction mixture was diluted with ethyl acetate and the precipitate filtered to give a solid. The organic layer of the filtrate was separated and concentrated to an additional amount of solid. The above solids were combined and triturated ... As a reaction SMILES: [Cl:1][C:2]1[CH:10]=[CH:9][C:5]([C:6]([NH2:8])=[O:7])=[C:4]([NH:11][C:12]2[CH:17]=[CH:16][C:15]([C:18]([N:20]3[CH2:25][CH2:24][O:23][CH2:22][CH2:21]3)=[O:19])=[CH:14][CH:13]=2)[N:3]=1.C1C(=O)N([Br:33])C(=O)C1.OS([O-])=O.[Na+]>C(#N)C.C(OCC)(=O)C>[Br:33][C:10]1[C:2]([Cl:1])=[N:3][C:4]([NH:11][C:12]2[CH:13]=[CH:14][C:15]([C:18]([N:20]3[CH2:21][CH2:22][O:23][CH2:24][CH2:25]3)=[O:19])=[CH:16][CH:17]=2)=[C:5]([CH:9]=1)[C:6]([NH2:8])=[O:7] |f:2.3|. Run at time 8 hour. Reactants: ClC1=NC(=C(C(=O)N)C=C1)NC1=CC=C(C=C1)C(=O)N1CCOCC1 (6-chloro-2-(4-(morpholine-4-carbonyl)phenylamino)nicotinamide), C1CC(=O)N(C1=O)Br (NBS), OS(=O)[O-].[Na+] (NaHSO3). Product: BrC=1C(=NC(=C(C(=O)N)C1)NC1=CC=C(C=C1)C(=O)N1CCOCC1)Cl (5-bromo-6-chloro-2-(4-(morpholine-4-carbonyl)phenylamino)nicotinamide).